From a dataset of the Open Reaction Database (ORD), a public repository of structured organic reaction records. describe an organic reaction: reactants, conditions, products, and yield Starting materials: C1CCOC1, CC1C(=O)CCNC2=CC(=O)C(CC(=O)O)c3ncn1c32, CCN(C(C)C)C(C)C, Nc1cc2c(cn1)CC1(C2)C(=O)Nc2ncccc21. Yields the product CC1C(=O)CCNC2=CC(=O)C(CC(=O)Nc3cc4c(cn3)CC3(C4)C(=O)Nc4ncccc43)c3ncn1c32. As a reaction SMILES: [CH2:50]1[O:51][CH2:52][CH2:53][CH2:54]1.[CH3:1][CH:2]1[C:3](=[O:21])[CH2:4][CH2:5][NH:6][C:7]2=[CH:15][C:14](=[O:16])[CH:13]([CH2:17][C:18](=[O:19])[OH:20])[c:12]3[c:8]2[n:9]1[cH:10][n:11]3.[CH:41]([N:42]([CH2:43][CH3:44])[CH:45]([CH3:46])[CH3:47])([CH3:48])[CH3:49].[NH2:22][c:23]1[cH:24][c:25]2[c:26]([cH:27][n:28]1)[CH2:29][C:30]1([CH2:31]2)[C:32](=[O:40])[NH:33][c:34]2[n:35][cH:36][cH:37][cH:38][c:39]21>>[CH3:1][CH:2]1[C:3](=[O:21])[CH2:4][CH2:5][NH:6][C:7]2=[CH:15][C:14](=[O:16])[CH:13]([CH2:17][C:18](=[O:19])[NH:22][c:23]3[cH:24][c:25]4[c:26]([cH:27][n:28]3)[CH2:29][C:30]3([CH2:31]4)[C:32](=[O:40])[NH:33][c:34]4[n:35][cH:36][cH:37][cH:38][c:39]43)[c:12]3[c:8]2[n:9]1[cH:10][n:11]3.